This data is from the Open Reaction Database (ORD), a public repository of structured organic reaction records. The task is: describe an organic reaction: reactants, conditions, products, and yield The reactants are O=C([O-])O, CI, CC#N, ClCCl, [Na+], O, c1ccc(-n2ncc3cc(CC4SCCCS4)ccc32)cc1. Yields the product O=CCc1ccc2c(cnn2-c2ccccc2)c1. Reaction SMILES: [C:32](=[O:33])([OH:34])[O-:35].[CH3:23][I:24].[CH3:26][C:27]#[N:28].[Cl:29][CH2:30][Cl:31].[Na+:36].[OH2:25].[S:1]1[CH:2]([CH2:7][c:8]2[cH:9][c:10]3[cH:11][n:12][n:13](-[c:17]4[cH:18][cH:19][cH:20][cH:21][cH:22]4)[c:14]3[cH:15][cH:16]2)[S:6][CH2:5][CH2:4][CH2:3]1>>[CH:2]([CH2:7][c:8]1[cH:9][c:10]2[cH:11][n:12][n:13](-[c:17]3[cH:18][cH:19][cH:20][cH:21][cH:22]3)[c:14]2[cH:15][cH:16]1)=[O:25].